This data is from the Open Reaction Database (ORD), a public repository of structured organic reaction records. The task is: describe an organic reaction: reactants, conditions, products, and yield Starting materials: N1(CCOCC1)C(=O)N1CC(CC(C1)C1=CC=C(C=C1)OC(F)(F)F)C(=O)O (1-(Morpholin-4-ylcarbonyl)-5-[4-(trifluoromethoxy)phenyl]piperidine-3-carboxylic acid), FC=1C=C(C=C(C1)F)C(N)=NO (3,5-difluoro-N′-hydroxybenzenecarboximidamide). The product is FC=1C=C(C=C(C1)F)C1=NOC(=N1)C1CN(CC(C1)C1=CC=C(C=C1)OC(F)(F)F)C(=O)N1CCOCC1 ({3-[3-(3,5-Difluorophenyl)-1,2,4-oxadiazol-5-yl]-5-[4-(trifluoromethoxy)phenyl]piperidin-1-yl}-(morpholin-4-yl)methanone). Reaction SMILES: [N:1]1([C:7]([N:9]2[CH2:14][CH:13]([C:15]3[CH:20]=[CH:19][C:18]([O:21][C:22]([F:25])([F:24])[F:23])=[CH:17][CH:16]=3)[CH2:12][CH:11]([C:26](O)=[O:27])[CH2:10]2)=[O:8])[CH2:6][CH2:5][O:4][CH2:3][CH2:2]1.[F:29][C:30]1[CH:31]=[C:32]([C:37](=[N:39]O)[NH2:38])[CH:33]=[C:34]([F:36])[CH:35]=1>>[F:29][C:30]1[CH:31]=[C:32]([C:37]2[N:39]=[C:26]([CH:11]3[CH2:12][CH:13]([C:15]4[CH:20]=[CH:19][C:18]([O:21][C:22]([F:25])([F:24])[F:23])=[CH:17][CH:16]=4)[CH2:14][N:9]([C:7]([N:1]4[CH2:2][CH2:3][O:4][CH2:5][CH2:6]4)=[O:8])[CH2:10]3)[O:27][N:38]=2)[CH:33]=[C:34]([F:36])[CH:35]=1. Procedure details: 80 mg (0.20 mmol) of 1-(morpholin-4-ylcarbonyl)-5-[4-(trifluoromethoxy)phenyl]piperidine-3-carboxylic acid (Example 44A) and 38 mg (0.22 mmol, 1.1 eq.) of 3,5-difluoro-N′-hydroxybenzenecarboximidamide were reacted according to the General Method 1. Yield: 75 mg (68% of theory) The reactants are CCCCCC(O)C=CC1CCC(=O)N1CCSCCCC(=O)OC, CO, [Na+], [OH-]. Yields the product CCCCCC(O)C=CC1CCC(=O)N1CCSCCCC(=O)O. As a reaction SMILES: [CH3:1][O:2][C:3]([CH2:4][CH2:5][CH2:6][S:7][CH2:8][CH2:9][N:10]1[CH:11]([CH:16]=[CH:17][CH:18]([CH2:19][CH2:20][CH2:21][CH2:22][CH3:23])[OH:24])[CH2:12][CH2:13][C:14]1=[O:15])=[O:25].[CH3:28][OH:29].[Na+:27].[OH-:26]>>[O:2]=[C:3]([CH2:4][CH2:5][CH2:6][S:7][CH2:8][CH2:9][N:10]1[CH:11]([CH:16]=[CH:17][CH:18]([CH2:19][CH2:20][CH2:21][CH2:22][CH3:23])[OH:24])[CH2:12][CH2:13][C:14]1=[O:15])[OH:25].